This data is from the Open Reaction Database (ORD), a public repository of structured organic reaction records. The task is: describe an organic reaction: reactants, conditions, products, and yield The reactants are BrC1=NC(=CC=C1)CF (2-bromo-6-(fluoromethyl)-pyridine), C(CC#C)N1N=C2C(=N1)C=CC(=C2C)C (2-but-3-ynyl-4,5-dimethyl-2H-benzo[d][1,2,3]triazole). Yields the product FCC1=CC=CC(=N1)C#CCCN1N=C2C(=N1)C=CC(=C2C)C (2-(4-(6-(fluoromethyl)pyridin-2-yl)but-3-ynyl)-4,5-dimethyl-2H-benzo[d][1,2,3]triazole). Isolated yield 39.5%. As a reaction SMILES: Br[C:2]1[CH:7]=[CH:6][CH:5]=[C:4]([CH2:8][F:9])[N:3]=1.[CH2:10]([N:14]1[N:18]=[C:17]2[CH:19]=[CH:20][C:21]([CH3:24])=[C:22]([CH3:23])[C:16]2=[N:15]1)[CH2:11][C:12]#[CH:13]>>[F:9][CH2:8][C:4]1[N:3]=[C:2]([C:13]#[C:12][CH2:11][CH2:10][N:14]2[N:18]=[C:17]3[CH:19]=[CH:20][C:21]([CH3:24])=[C:22]([CH3:23])[C:16]3=[N:15]2)[CH:7]=[CH:6][CH:5]=1. Reported procedure: The title compound was prepared in accordance with the general method of Example 1, from 2-bromo-6-(fluoromethyl)-pyridine (79 mg, 0.41 mmol) and 2-but-3-ynyl-4,5-dimethyl-2H-benzo[d][1,2,3]triazole (75 mg, 0.38 mmol, 177(B)). Reaction time: 3 hours. The crude residue was purified by flash chromatography (DCM/MeOH 98:2) to yield 46 mg (0.15 mmol, 40%) of 2-(4-(6-(fluoromethyl)pyridin-2-yl)but-3-ynyl)-4,5-dimethyl-2H-benzo[d][1,2,3]triazole as an orange oil. Starting materials: COc1cc(CCl)cc(OC)c1OC, CN(C)C1(CO)CCCc2sccc21, Cl, [H-], [Na+], C1CCOC1. Product: COc1cc(COCC2(N(C)C)CCCc3sccc32)cc(OC)c1OC. RXN SMILES: [CH3:17][O:18][c:19]1[cH:20][c:21]([CH2:22][Cl:23])[cH:24][c:25]([O:29][CH3:30])[c:26]1[O:27][CH3:28].[CH3:1][N:2]([C:3]1([CH2:12][OH:13])[CH2:4][CH2:5][CH2:6][c:7]2[c:8]1[cH:9][cH:10][s:11]2)[CH3:14].[ClH:31].[H-:15].[Na+:16].[O:32]1[CH2:33][CH2:34][CH2:35][CH2:36]1>>[CH3:1][N:2]([C:3]1([CH2:12][O:13][CH2:22][c:21]2[cH:20][c:19]([O:18][CH3:17])[c:26]([O:27][CH3:28])[c:25]([O:29][CH3:30])[cH:24]2)[CH2:4][CH2:5][CH2:6][c:7]2[c:8]1[cH:9][cH:10][s:11]2)[CH3:14].